From a dataset of the Open Reaction Database (ORD), a public repository of structured organic reaction records. describe an organic reaction: reactants, conditions, products, and yield Starting materials: CN1C(=O)CC(c2ccc(NC(=O)c3nc(C#N)cn3COCC[Si](C)(C)C)c(C3=CCCCC3)c2)CC1=O, CO, ClCCl, O=C(O)C(F)(F)F. Yields the product CN1C(=O)CC(c2ccc(NC(=O)c3nc(C#N)c[nH]3)c(C3=CCCCC3)c2)CC1=O. RXN SMILES: [C:1]1([c:7]2[c:8]([NH:22][C:23](=[O:24])[c:25]3[n:26]([CH2:32][O:33][CH2:34][CH2:35][Si:36]([CH3:37])([CH3:38])[CH3:39])[cH:27][c:28]([C:30]#[N:31])[n:29]3)[cH:9][cH:10][c:11]([CH:13]3[CH2:14][C:15](=[O:21])[N:16]([CH3:20])[C:17](=[O:19])[CH2:18]3)[cH:12]2)=[CH:2][CH2:3][CH2:4][CH2:5][CH2:6]1.[CH3:40][OH:41].[Cl:49][CH2:50][Cl:51].[F:42][C:43]([F:44])([F:45])[C:46]([OH:47])=[O:48]>>[C:1]1([c:7]2[c:8]([NH:22][C:23](=[O:24])[c:25]3[nH:26][cH:27][c:28]([C:30]#[N:31])[n:29]3)[cH:9][cH:10][c:11]([CH:13]3[CH2:14][C:15](=[O:21])[N:16]([CH3:20])[C:17](=[O:19])[CH2:18]3)[cH:12]2)=[CH:2][CH2:3][CH2:4][CH2:5][CH2:6]1.